This data is from the Open Reaction Database (ORD), a public repository of structured organic reaction records. The task is: describe an organic reaction: reactants, conditions, products, and yield Reactants: C(C)OC(C([O-])=C1C([C@@H]2C[C@@H]2C1)=O)=O.[K+] (potassium 2-ethoxy-2-oxo-((1R,5R)-2-oxobicyclo[3.1.0]hexan-3-ylidene)ethanolate), FC=1C=CC(=NC1)NN (5-fluoro-2-hydrazinylpyridine), ClC1=NC=C(C=C1)NN (2-chloro-5-hydrazinylpyridine). Product: C(C)OC(=O)C=1C=2C[C@@H]3[C@H](C2N(N1)C1=NC=C(C=C1)F)C3 ((1aR,5aR)-2-(5-Fluoropyridin-2-yl)-1a,2,5,5a-tetrahydro-1H-2,3-diaza-cyclopropa[a]pentalene-4-carboxylic Acid Ethyl Ester). Reaction SMILES: [CH2:1]([O:3][C:4](=[O:14])[C:5](=[C:7]1[CH2:12][C@@H:11]2[C@@H:9]([CH2:10]2)[C:8]1=O)[O-])[CH3:2].[K+].[F:16][C:17]1[CH:18]=[CH:19][C:20]([NH:23][NH2:24])=[N:21][CH:22]=1.ClC1C=CC(NN)=CN=1>>[CH2:1]([O:3][C:4]([C:5]1[C:7]2[CH2:12][C@H:11]3[CH2:10][C@H:9]3[C:8]=2[N:23]([C:20]2[CH:19]=[CH:18][C:17]([F:16])=[CH:22][N:21]=2)[N:24]=1)=[O:14])[CH3:2] |f:0.1|. Procedure: The title compound was prepared in a manner similar to that described in Method C using potassium 2-ethoxy-2-oxo-((1R,5R)-2-oxobicyclo[3.1.0]hexan-3-ylidene)ethanolate and mixture of 5-fluoro-2-hydrazinylpyridine and 2-chloro-5-hydrazinylpyridine. LCMS m/z=288.2 [M+H]+. Reactants: CC1(OC[C@@H](O1)COC=1C2=C(N=C(N1)C1=C3C(=NNC3=CC=C1C)C)CCN(C2)C2=C(C=CC(=C2)C(C)C)C)C ((S)-4-((2,2-dimethyl-1,3-dioxolan-4-yl)methoxy)-2-(3,5-dimethyl-1H-indazol-4-yl)-6-(5-isopropyl-2-methylphenyl)-5,6,7,8-tetrahydropyrido[4,3-d]pyrimidine). Run in C(=O)(C(F)(F)F)O (TFA), O (H2O). Yields the product CC1=NNC2=CC=C(C(=C12)C=1N=C(C2=C(N1)CCN(C2)C2=C(C=CC(=C2)C(C)C)C)OC[C@@H](CO)O)C ((R)-3-((2-(3,5-dimethyl-1H-indazol-4-yl)-6-(5-isopropyl-2-methylphenyl)-5,6,7,8-tetrahydropyrido[4,3-d]pyrimidin-4-yl)oxy)propane-1,2-diol). Reaction SMILES: CC1(C)[O:6][C@@H:5]([CH2:7][O:8][C:9]2[C:10]3[CH2:29][N:28]([C:30]4[CH:35]=[C:34]([CH:36]([CH3:38])[CH3:37])[CH:33]=[CH:32][C:31]=4[CH3:39])[CH2:27][CH2:26][C:11]=3[N:12]=[C:13]([C:15]3[C:23]([CH3:24])=[CH:22][CH:21]=[C:20]4[C:16]=3[C:17]([CH3:25])=[N:18][NH:19]4)[N:14]=2)[CH2:4][O:3]1>C(O)(C(F)(F)F)=O.O>[CH3:25][C:17]1[C:16]2[C:20](=[CH:21][CH:22]=[C:23]([CH3:24])[C:15]=2[C:13]2[N:14]=[C:9]([O:8][CH2:7][C@H:5]([OH:6])[CH2:4][OH:3])[C:10]3[CH2:29][N:28]([C:30]4[CH:35]=[C:34]([CH:36]([CH3:38])[CH3:37])[CH:33]=[CH:32][C:31]=4[CH3:39])[CH2:27][CH2:26][C:11]=3[N:12]=2)[NH:19][N:18]=1. Procedure: A solution of (S)-4-((2,2-dimethyl-1,3-dioxolan-4-yl)methoxy)-2-(3,5-dimethyl-1H-indazol-4-yl)-6-(5-isopropyl-2-methylphenyl)-5,6,7,8-tetrahydropyrido[4,3-d]pyrimidine (20 mg, 0.037 mmol) in TFA (0.9 mL) and H2O (0.1 mL) was stirred at room temperature for 16 h. The reaction mixture was concentrated and the residue was partitioned between DCM and saturated aqueous NaHCO3. The layers were separated and the aqueous layer was extracted with DCM. The organics were combined and concentrated. The resi... Starting materials: CC(C(C)=O)C (3-methyl-2-butanone), FC1=CC=2C3=C(N(C2C=C1)C1=CC=C(C=C1)F)CCNC3 (8-fluoro-5-(4-fluorophenyl)-2,3,4,5-tetrahydro-1H-pyrido[4,3-b]indole), [I-].[K+] (potassium iodide), BrCCCCCC#N (6-bromohexanenitrile), C([O-])([O-])=O.[Na+].[Na+] (sodium carbonate), C([O-])([O-])=O.[Na+].[Na+] (sodium carbonate). Run in O (water). The product is FC1=CC=2C3=C(N(C2C=C1)C1=CC=C(C=C1)F)CCN(C3)CCCCCC#N (8-Fluoro-5-(4-fluorophenyl)-2-(5-cyano-1-pentyl)-2,3,4,5-tetrahydro-1H-pyrido[4,3-b]indole). Reaction SMILES: [F:1][C:2]1[CH:10]=[CH:9][C:8]2[N:7]([C:11]3[CH:16]=[CH:15][C:14]([F:17])=[CH:13][CH:12]=3)[C:6]3[CH2:18][CH2:19][NH:20][CH2:21][C:5]=3[C:4]=2[CH:3]=1.Br[CH2:23][CH2:24][CH2:25][CH2:26][CH2:27][C:28]#[N:29].C(=O)([O-])[O-].[Na+].[Na+].[I-].[K+].CC(C)C(=O)C>O>[F:1][C:2]1[CH:10]=[CH:9][C:8]2[N:7]([C:11]3[CH:12]=[CH:13][C:14]([F:17])=[CH:15][CH:16]=3)[C:6]3[CH2:18][CH2:19][N:20]([CH2:23][CH2:24][CH2:25][CH2:26][CH2:27][C:28]#[N:29])[CH2:21][C:5]=3[C:4]=2[CH:3]=1 |f:2.3.4,5.6|. Procedure details: 8-fluoro-5-(4-fluorophenyl)-2,3,4,5-tetrahydro-1H-pyrido[4,3-b]indole (10.8 g, 0.034 mole), 6-bromohexanenitrile (6.5 g, 0.037 mole), anhydrous sodium carbonate (21.6 g, 0.204 mole), potassium iodide (100 mg) and 3-methyl-2-butanone (250 ml) were combined and the mixture refluxed for 24 hours. The reaction mixture was cooled, diluted with 250 ml of water and stirred to dissolve excess sodium carbonate. The layers were separated and the aqueous layer extracted with 200 ml of methylene chloride. T... RXN SMILES: [C:24]([O:25][BH-:26]([O:27][C:28](=[O:29])[CH3:30])[O:31][C:32](=[O:33])[CH3:34])(=[O:35])[CH3:36].[CH2:38]([Cl:39])[Cl:40].[CH:10]([c:11]1[cH:12][cH:13][cH:14][cH:15][cH:16]1)([c:17]1[cH:18][cH:19][cH:20][cH:21][cH:22]1)[NH2:23].[Na+:37].[OH:1][C:2]([CH2:3][CH2:4][C:5]([CH3:6])=[O:7])([CH3:8])[CH3:9]>>[OH:1][C:2]([CH2:3][CH2:4][CH:5]([CH3:6])[NH:23][CH:10]([c:11]1[cH:12][cH:13][cH:14][cH:15][cH:16]1)[c:17]1[cH:18][cH:19][cH:20][cH:21][cH:22]1)([CH3:8])[CH3:9]. Yields the product CC(CCC(C)(C)O)NC(c1ccccc1)c1ccccc1. Reactants: CC(=O)O[BH-](OC(C)=O)OC(C)=O, ClCCl, NC(c1ccccc1)c1ccccc1, [Na+], CC(=O)CCC(C)(C)O. RXN SMILES: [CH3:30][Si:31]([CH2:32][CH2:33][O:34][CH2:35][n:36]1[c:37]([CH:45]=[O:46])[n:38][c:39]2[c:40]1[cH:41][cH:42][cH:43][cH:44]2)([CH3:47])[CH3:48].[n:1]1[c:2]([CH2:7][NH:8][S:9](=[O:10])(=[O:11])[c:12]2[cH:13][cH:14][c:15]([CH2:18][NH:19][CH:20]3[CH2:21][CH2:22][CH2:23][c:24]4[cH:25][cH:26][cH:27][n:28][c:29]43)[cH:16][cH:17]2)[cH:3][cH:4][cH:5][cH:6]1>>[n:1]1[c:2]([CH2:7][NH:8][S:9](=[O:10])(=[O:11])[c:12]2[cH:13][cH:14][c:15]([CH2:18][N:19]([CH:20]3[CH2:21][CH2:22][CH2:23][c:24]4[cH:25][cH:26][cH:27][n:28][c:29]43)[CH2:45][c:37]3[n:36]([CH2:35][O:34][CH2:33][CH2:32][Si:31]([CH3:30])([CH3:47])[CH3:48])[c:40]4[c:39]([n:38]3)[cH:44][cH:43][cH:42][cH:41]4)[cH:16][cH:17]2)[cH:3][cH:4][cH:5][cH:6]1. Starting materials: C[Si](C)(C)CCOCn1c(C=O)nc2ccccc21, O=S(=O)(NCc1ccccn1)c1ccc(CNC2CCCc3cccnc32)cc1. The product is C[Si](C)(C)CCOCn1c(CN(Cc2ccc(S(=O)(=O)NCc3ccccn3)cc2)C2CCCc3cccnc32)nc2ccccc21. Starting materials: C(C)(=O)OCC (ethyl acetate), C(C)C1(C(N([C@H]1OC1=CC=C(C=C1)CBr)C(=O)N[C@@H](C1=CC=C(C=C1)C)CCC)=O)CC ((4S)-3,3-diethyl-1-[(R)-α-n-propyl-(4-methyl)-benzylaminocarbonyl]-4-[4-(bromomethyl)phenoxy]-azetidin-2-one), P(OCC)(OCC)OCC (triethyl phosphite), C(C)(=O)OCC (ethyl acetate), crude product. Run in CCCCCC (hexane), CCCCCC (hexane). Run at temperature 90 celsius. Yields the product C(C)OP(=O)(OCC)CC1=CC=C(OC2CC(N2)=O)C=C1 (4-[4-(diethoxyphosphinylmethyl)-phenoxy]-azetidin-2-one). RXN SMILES: C([C:3]1(CC)[C@H:6]([O:7][C:8]2[CH:13]=[CH:12][C:11]([CH2:14]Br)=[CH:10][CH:9]=2)[N:5](C(N[C@H](CCC)C2C=CC(C)=CC=2)=O)[C:4]1=[O:30])C.[P:33]([O:40]CC)([O:37][CH2:38][CH3:39])[O:34][CH2:35][CH3:36].C(OCC)(=O)C>CCCCCC>[CH2:35]([O:34][P:33]([CH2:14][C:11]1[CH:10]=[CH:9][C:8]([O:7][CH:6]2[NH:5][C:4](=[O:30])[CH2:3]2)=[CH:13][CH:12]=1)([O:37][CH2:38][CH3:39])=[O:40])[CH3:36]. Reported procedure: A mixture of (4S)-3,3-diethyl-1-[(R)-α-n-propyl-(4-methyl)-benzylaminocarbonyl]-4-[4-(bromomethyl)phenoxy]-azetidin-2-one (362 mg, 0.72 mmol) and triethyl phosphite (1.4 mL, 8.2 mmol) was heated for 2 hours at 90° C. The crude product mixture was subjected to flash chromatography on silica gel using initially 25% ethyl acetate in hexane and subsequently 33% ethyl acetate in hexane as the mobile phase. (4S)-3,3-Diethyl-1-[(R)-α-n-propyl(4-methyl)-benzylaminocarbonyl)]-4-[4-(diethoxyphosphinylmeth... The reactants are OC=1C=C2CCOC(C2=CC1)=O (6-hydroxyisochroman-1-one), O1[C@@H](CCC1)COS(=O)(=O)C (methanesulfonic acid (S)-1-(tetrahydrofuran-2-yl)methyl ester), C([O-])([O-])=O.[Cs+].[Cs+] (cesium carbonate). Solvent: CN(C)C=O (DMF). Run at temperature 70 celsius. The product is O1[C@@H](CCC1)COC=1C=C2CCOC(C2=CC1)=O (6-[(S)-1-(Tetrahydrofuran-2-yl)methoxy]isochroman-1-one). As a reaction SMILES: [OH:1][C:2]1[CH:3]=[C:4]2[C:9](=[CH:10][CH:11]=1)[C:8](=[O:12])[O:7][CH2:6][CH2:5]2.[O:13]1[CH2:17][CH2:16][CH2:15][C@H:14]1[CH2:18]OS(C)(=O)=O.C(=O)([O-])[O-].[Cs+].[Cs+]>CN(C=O)C>[O:13]1[CH2:17][CH2:16][CH2:15][C@H:14]1[CH2:18][O:1][C:2]1[CH:3]=[C:4]2[C:9](=[CH:10][CH:11]=1)[C:8](=[O:12])[O:7][CH2:6][CH2:5]2 |f:2.3.4|. Procedure details: A mixture of 6-hydroxyisochroman-1-one (332 mg), methanesulfonic acid (S)-1-(tetrahydrofuran-2-yl)methyl ester (284 mg), cesium carbonate (1.28 g) and DMF (8 mL) was heated at 70° C. for 7 hours. The cooled reaction mixture was partitioned between water and ethyl acetate. The organic phase was dried and concentrated. The crude product was purified by chromatography on silica gel. The product with the molecular weight of 248.28 (C14H16O4) was obtained in this way; MS (ESI): 249 (M+H+).